Dataset: the Open Reaction Database (ORD), a public repository of structured organic reaction records. Task: describe an organic reaction: reactants, conditions, products, and yield The reactants are II, 2-Cl-4-CH3OC6H3, [H-].[Li+] (lithium hydride), C(C(=O)C)P(OCC)(OCC)=O (diethyl acetonylphosphonate), ClC1=C(OCCCCCCCCI)C=CC(=C1)OC (8-(2-chloro-4-methoxyphenoxy)octyl iodide). Product: C(C)(=O)C(CCCCCCCCOC1=C(C=C(C=C1)OC)Cl)P(OCC)(OCC)=O (diethyl [1-acetyl-9-(2-chloro-4-methoxyphenoxy)nonyl]phosphonate). Isolated yield 25.0%. As a reaction SMILES: [H-].[Li+].[CH2:3]([P:7](=[O:14])([O:11][CH2:12][CH3:13])[O:8][CH2:9][CH3:10])[C:4]([CH3:6])=[O:5].[Cl:15][C:16]1[CH:31]=[C:30]([O:32][CH3:33])[CH:29]=[CH:28][C:17]=1[O:18][CH2:19][CH2:20][CH2:21][CH2:22][CH2:23][CH2:24][CH2:25][CH2:26]I>>[C:4]([CH:3]([P:7](=[O:14])([O:8][CH2:9][CH3:10])[O:11][CH2:12][CH3:13])[CH2:26][CH2:25][CH2:24][CH2:23][CH2:22][CH2:21][CH2:20][CH2:19][O:18][C:17]1[CH:28]=[CH:29][C:30]([O:32][CH3:33])=[CH:31][C:16]=1[Cl:15])(=[O:5])[CH3:6] |f:0.1|. Reported procedure: [II; Ar is 2-Cl-4-CH3OC6H3, Y is O(CH2)8, R is C2H5, R' is CH3CO] was prepared from 0.38 g of lithium hydride, 9.5 g of diethyl acetonylphosphonate and 19.4 g of 8-(2-chloro-4-methoxyphenoxy)octyl iodide according to the procedure of Example 12(b). The product was chromatographed on Florisil to give 5.67 g of diethyl [1-acetyl-9-(2-chloro-4-methoxyphenoxy)nonyl]phosphonate as a light yellow oil; MIC vs. herpes simplex type 2=12 mcg/ml. The NMR spectrum was consistent with the assigned structure. The reactants are C1CCOC1, O=C(NCCc1c[nH]c2ccc(Cl)cc12)C(=O)NC(CO)Cc1ccccc1. The product is O=C(NCCc1c[nH]c2ccc(Cl)cc12)C1=NC(Cc2ccccc2)CO1. As a reaction SMILES: [CH2:29]1[O:30][CH2:31][CH2:32][CH2:33]1.[Cl:1][c:2]1[cH:3][c:4]2[c:5]([CH2:11][CH2:12][NH:13][C:14]([C:15](=[O:16])[NH:17][CH:18]([CH2:19][OH:20])[CH2:21][c:22]3[cH:23][cH:24][cH:25][cH:26][cH:27]3)=[O:28])[cH:6][nH:7][c:8]2[cH:9][cH:10]1>>[Cl:1][c:2]1[cH:3][c:4]2[c:5]([CH2:11][CH2:12][NH:13][C:14]([C:15]3=[N:17][CH:18]([CH2:21][c:22]4[cH:23][cH:24][cH:25][cH:26][cH:27]4)[CH2:19][O:20]3)=[O:28])[cH:6][nH:7][c:8]2[cH:9][cH:10]1. Reactants: CN[C@H]1[C@@H](CCCC1)NC (Trans-N,N′-dimethylcyclohexane-1,2-diamine), CC=1N=CNC1 (4-methyl-1H-imidazole), BrC=1N=CSC1NC(C)=O (N-(4-bromothiazol-5-yl)acetamide), C(=O)([O-])[O-].[Cs+].[Cs+] (Cs2CO3), N#N (N2). The reagents and catalysts are [Cu]I (CuI). Run in CN(C)C=O (DMF). Reaction conditions: temperature 90 celsius, time 8 hour. Product: CC=1N=CN(C1)C=1N=CSC1NC(C)=O (N-(4-(4-methyl-1H-imidazol-1-yl)thiazol-5-yl)acetamide). The yield is 19.9%. As a reaction SMILES: Br[C:2]1[N:3]=[CH:4][S:5][C:6]=1[NH:7][C:8](=[O:10])[CH3:9].C([O-])([O-])=O.[Cs+].[Cs+].N#N.C[NH:20][C@@H:21]1CCC[CH2:23][C@H:22]1[NH:27][CH3:28].CC1N=CNC=1>CN(C=O)C.[Cu]I>[CH3:23][C:22]1[N:27]=[CH:28][N:20]([C:2]2[N:3]=[CH:4][S:5][C:6]=2[NH:7][C:8](=[O:10])[CH3:9])[CH:21]=1 |f:1.2.3|. Reported procedure: N-(4-bromothiazol-5-yl)acetamide from example 1.5 (1 g, 4.52 mmol), CuI(869 mg, 4.52 mmol) and Cs2CO3 (2.9 g, 9.1 mmol) were combined in a flask (backfilled with N2). Trans-N,N′-dimethylcyclohexane-1,2-diamine (630 mg, 4.52 mmol) and 4-methyl-1H-imidazole (446 mg, 5.4 mmol) in DMF (10 mL) were added and the mixture was stirred at 90° C. overnight. After the mixture was cooled to room temperature, the mixture was filtered through a syringe filter (washed with DMF). The filtrate purified by prep-H...